This data is from the Open Reaction Database (ORD), a public repository of structured organic reaction records. The task is: describe an organic reaction: reactants, conditions, products, and yield Starting materials: FC(C(=O)O)(F)F (trifluoroacetic acid), C(C)[SiH](CC)CC (triethylsilane), C(C1=CC=CC=C1)(C1=CC=CC=C1)ONC(=O)C1N(CC=CCC1C(C1=CC=CC=C1)O)S(=O)(=O)C1=CC=C(C=C1)OC (3-(hydroxy-phenyl-methyl)-1-(4-methoxy-benzenesulfonyl)-2,3,4,7-tetrahydro-1H-azepine-2-carboxylic acid benzhydryloxy-amide), solution. The solvent is ClCCl (dichloromethane), ClCCl (dichloromethane). Run at temperature 12.5 celsius. Yields the product ONC(=O)C1N(CC=CCC1C(C1=CC=CC=C1)O)S(=O)(=O)C1=CC=C(C=C1)OC (3-(hydroxy-phenyl-methyl)-1(4-methoxy-benzenesulfonyl)-2,3,4,7-tetrahydro-1H-azepine-2-carboxylic acid hydroxyamide). RXN SMILES: C([O:14][NH:15][C:16]([CH:18]1[CH:24]([CH:25]([OH:32])[C:26]2[CH:31]=[CH:30][CH:29]=[CH:28][CH:27]=2)[CH2:23][CH:22]=[CH:21][CH2:20][N:19]1[S:33]([C:36]1[CH:41]=[CH:40][C:39]([O:42][CH3:43])=[CH:38][CH:37]=1)(=[O:35])=[O:34])=[O:17])(C1C=CC=CC=1)C1C=CC=CC=1.FC(F)(F)C(O)=O.C([SiH](CC)CC)C>ClCCl>[OH:14][NH:15][C:16]([CH:18]1[CH:24]([CH:25]([OH:32])[C:26]2[CH:31]=[CH:30][CH:29]=[CH:28][CH:27]=2)[CH2:23][CH:22]=[CH:21][CH2:20][N:19]1[S:33]([C:36]1[CH:37]=[CH:38][C:39]([O:42][CH3:43])=[CH:40][CH:41]=1)(=[O:35])=[O:34])=[O:17]. Reported procedure: A solution of 3-(hydroxy-phenyl-methyl)-1-(4-methoxy-benzenesulfonyl)-2,3,4,7-tetrahydro-1H-azepine-2-carboxylic acid benzhydryloxy-amide (5 mg, 0.008 mmoL) in dichloromethane (1 mL) was cooled to 0° C. This solution was treated with trifluoroacetic acid (0.1 mL) followed by a 0.31 M solution of triethylsilane in dichloromethane (0.026 mL). The reaction mixture was warmed from 0 to 25° C. over 35 minutes and then the solvents were removed in vacuo and the residue was coevaporated with toluene. T... Starting materials: COc1ccc(S(=O)(=O)Cl)cc1, COC(=O)c1cc(OC)nc(OC)c1N, c1ccncc1. Yields the product COC(=O)c1cc(OC)nc(OC)c1NS(=O)(=O)c1ccc(OC)cc1. As a reaction SMILES: [CH3:16][O:17][c:18]1[cH:19][cH:20][c:21]([S:24](=[O:25])(=[O:26])[Cl:27])[cH:22][cH:23]1.[NH2:1][c:2]1[c:3]([C:4](=[O:5])[O:6][CH3:7])[cH:8][c:9]([O:14][CH3:15])[n:10][c:11]1[O:12][CH3:13].[cH:28]1[cH:29][cH:30][n:31][cH:32][cH:33]1>>[NH:1]([c:2]1[c:3]([C:4](=[O:5])[O:6][CH3:7])[cH:8][c:9]([O:14][CH3:15])[n:10][c:11]1[O:12][CH3:13])[S:24]([c:21]1[cH:20][cH:19][c:18]([O:17][CH3:16])[cH:23][cH:22]1)(=[O:25])=[O:26]. The solvent is CC(=O)C (acetone). Reactants: ClC1=CC(=C(C=C1O)N1C(=NC(=CC1=O)C(F)(F)F)OC)F (1-(4-chloro-2-fluoro-5-hydroxyphenyl)-2-methoxy-4-trifluoromethyl-6(1H)-pyrimidinone), C(C=C)Br (allyl bromide), C([O-])([O-])=O.[Na+].[Na+] (sodium carbonate). Procedure details: using 1-(4-chloro-2-fluoro-5-hydroxyphenyl)-2-methoxy-4-trifluoromethyl-6(1H)-pyrimidinone and allyl bromide with sodium carbonate in acetone there is obtained 1-(5-allyloxy-4-chloro-2-fluorophenyl)-2-methoxy-4-trifluoromethyl-6(1H)-pyrimidinone, m.p. 103°-104° C.; Reaction SMILES: [Cl:1][C:2]1[C:7]([OH:8])=[CH:6][C:5]([N:9]2[C:14](=[O:15])[CH:13]=[C:12]([C:16]([F:19])([F:18])[F:17])[N:11]=[C:10]2[O:20][CH3:21])=[C:4]([F:22])[CH:3]=1.[CH2:23](Br)[CH:24]=[CH2:25].C(=O)([O-])[O-].[Na+].[Na+]>CC(C)=O>[CH2:25]([O:8][C:7]1[C:2]([Cl:1])=[CH:3][C:4]([F:22])=[C:5]([N:9]2[C:14](=[O:15])[CH:13]=[C:12]([C:16]([F:18])([F:17])[F:19])[N:11]=[C:10]2[O:20][CH3:21])[CH:6]=1)[CH:24]=[CH2:23] |f:2.3.4|. Product: C(C=C)OC=1C(=CC(=C(C1)N1C(=NC(=CC1=O)C(F)(F)F)OC)F)Cl (1-(5-allyloxy-4-chloro-2-fluorophenyl)-2-methoxy-4-trifluoromethyl-6(1H)-pyrimidinone).